Dataset: the Open Reaction Database (ORD), a public repository of structured organic reaction records. Task: describe an organic reaction: reactants, conditions, products, and yield Reactants: COC(C1=C(N=C(C=C1NC(C(C)=O)CC)C)OC1=C(C=C(C=C1C)Cl)C)=O (2-(4-Chloro-2,6-dimethyl-phenoxy)-4-(1-ethyl-2-oxo-propylamino)-6-methyl-nicotinic acid methyl ester), NMR(CDCl3), CN (methyl amine), [ 420.2 ]. Yields the product COC(C1=C(N=C(C=C1N[C@H]([C@H](C)NC)CC)C)OC1=C(C=C(C=C1C)Cl)C)=O (2-(4-Chloro-2,6-dimethyl-phenoxy)-4-(S,S)-(1-ethyl-2-methylamino-propylamino)-6-methyl-nicotinic acid methyl ester). As a reaction SMILES: [CH3:1][O:2][C:3](=[O:28])[C:4]1[C:9]([NH:10][CH:11]([CH2:15][CH3:16])[C:12](=O)[CH3:13])=[CH:8][C:7]([CH3:17])=[N:6][C:5]=1[O:18][C:19]1[C:24]([CH3:25])=[CH:23][C:22]([Cl:26])=[CH:21][C:20]=1[CH3:27].[CH3:29][NH2:30]>>[CH3:1][O:2][C:3](=[O:28])[C:4]1[C:9]([NH:10][C@@H:11]([CH2:15][CH3:16])[C@@H:12]([NH:30][CH3:29])[CH3:13])=[CH:8][C:7]([CH3:17])=[N:6][C:5]=1[O:18][C:19]1[C:24]([CH3:25])=[CH:23][C:22]([Cl:26])=[CH:21][C:20]=1[CH3:27]. Procedure: The title compound was prepared by a reductive amination as shown above starting with 2-(4-Chloro-2,6-dimethyl-phenoxy)-4-(1-ethyl-2-oxo-propylamino)-6-methyl-nicotinic acid methyl ester and methyl amine. APCl M+1 [420.2], 1H NMR(CDCl3) The reactants are CCOC(=O)Cc1ccc(OC)c(Oc2ccc(N)cc2CN2CCOC2=O)c1, O=C(Cl)COc1ccccc1. Yields the product CCOC(=O)Cc1ccc(OC)c(Oc2ccc(NC(=O)COc3ccccc3)cc2CN2CCOC2=O)c1. Reaction SMILES: [CH2:1]([CH3:2])[O:3][C:4]([CH2:5][c:6]1[cH:7][c:8]([O:14][c:15]2[c:16]([CH2:22][N:23]3[C:24](=[O:28])[O:25][CH2:26][CH2:27]3)[cH:17][c:18]([NH2:21])[cH:19][cH:20]2)[c:9]([O:12][CH3:13])[cH:10][cH:11]1)=[O:29].[O:30]([c:31]1[cH:32][cH:33][cH:34][cH:35][cH:36]1)[CH2:37][C:38](=[O:39])[Cl:40]>>[CH2:1]([CH3:2])[O:3][C:4]([CH2:5][c:6]1[cH:7][c:8]([O:14][c:15]2[c:16]([CH2:22][N:23]3[C:24](=[O:28])[O:25][CH2:26][CH2:27]3)[cH:17][c:18]([NH:21][C:38]([CH2:37][O:30][c:31]3[cH:32][cH:33][cH:34][cH:35][cH:36]3)=[O:39])[cH:19][cH:20]2)[c:9]([O:12][CH3:13])[cH:10][cH:11]1)=[O:29]. Starting materials: nitrogen-degasded, C(C)(=O)SC[C@@H]1C(N[C@H](CCCCCC1)C(=O)NC=1C=NC=CC1)=O (3-{N-[[trans 3-(acetylthiomethyl)-2-oxo-1-azacyclodecan-10-yl]-carbonyl]-amino}-pyridine), Cl (hydrochloric acid). Run in C(C)O (ethanol). Reaction conditions: time 90 minute. Product: Cl.SC[C@@H]1C(N[C@H](CCCCCC1)C(=O)NC=1C=NC=CC1)=O (3-{N-[[trans 3-mercaptomethyl-2-oxo-1-azacyclodecan-10-yl]-carbonyl]-amino}-pyridine hydrochloride). As a reaction SMILES: C([S:4][CH2:5][C@H:6]1[CH2:15][CH2:14][CH2:13][CH2:12][CH2:11][CH2:10][C@H:9]([C:16]([NH:18][C:19]2[CH:20]=[N:21][CH:22]=[CH:23][CH:24]=2)=[O:17])[NH:8][C:7]1=[O:25])(=O)C.[ClH:26]>C(O)C>[ClH:26].[SH:4][CH2:5][C@H:6]1[CH2:15][CH2:14][CH2:13][CH2:12][CH2:11][CH2:10][C@H:9]([C:16]([NH:18][C:19]2[CH:20]=[N:21][CH:22]=[CH:23][CH:24]=2)=[O:17])[NH:8][C:7]1=[O:25] |f:3.4|. Procedure: 3-{N-[[trans 3-(acetylthiomethyl)-2-oxo-1-azacyclodecan-10-yl]-carbonyl]-amino}-pyridine (0.040 g, 0.11 mmol) is dissolved in ethanol (1.0 mL). An aqueous solution of nitrogen-degasded 1N sodium hydroxide (0.33 mL, 0.33 mmol) is added, and the reaction is stirred for 90 minutes. The reaction is quenched with 1N hydrochloric acid (0.33 mL, 0.33 mmol), and the solvent is evaporated. The residue is partitioned between ethyl acetate and water, and the aqueous layer is extracted several times with et... Reactants: BrC(Br)(Br)Br, C1CCOC1, COc1cc(CO)ccc1[N+](=O)[O-], c1ccc(P(c2ccccc2)c2ccccc2)cc1. The product is COc1cc(CBr)ccc1[N+](=O)[O-]. As a reaction SMILES: [C:14]([Br:15])([Br:16])([Br:17])[Br:18].[CH2:38]1[O:39][CH2:40][CH2:41][CH2:42]1.[N+:1](=[O:2])([O-:3])[c:4]1[c:5]([O:12][CH3:13])[cH:6][c:7]([CH2:8][OH:9])[cH:10][cH:11]1.[c:19]1([P:20]([c:21]2[cH:22][cH:23][cH:24][cH:25][cH:26]2)[c:27]2[cH:28][cH:29][cH:30][cH:31][cH:32]2)[cH:33][cH:34][cH:35][cH:36][cH:37]1>>[N+:1](=[O:2])([O-:3])[c:4]1[c:5]([O:12][CH3:13])[cH:6][c:7]([CH2:8][Br:15])[cH:10][cH:11]1. Reactants: Cc1cc(C=O)c(C)cc1O, CC(C)[Si](Cl)(C(C)C)C(C)C, CN(C)C=O, c1c[nH]cn1. The product is Cc1cc(O[Si](C(C)C)(C(C)C)C(C)C)c(C)cc1C=O. RXN SMILES: [CH3:1][c:2]1[c:3]([CH:4]=[O:5])[cH:6][c:7]([CH3:11])[c:8]([OH:10])[cH:9]1.[Cl:17][Si:18]([CH:19]([CH3:20])[CH3:21])([CH:22]([CH3:23])[CH3:24])[CH:25]([CH3:26])[CH3:27].[O:28]=[CH:29][N:30]([CH3:31])[CH3:32].[nH:12]1[cH:13][cH:14][n:15][cH:16]1>>[CH3:1][c:2]1[c:3]([CH:4]=[O:5])[cH:6][c:7]([CH3:11])[c:8]([O:10][Si:18]([CH:19]([CH3:20])[CH3:21])([CH:22]([CH3:23])[CH3:24])[CH:25]([CH3:26])[CH3:27])[cH:9]1. Starting materials: [O-]CC.[Na+] (sodium ethoxide), C(CC(=O)OCC)(=O)OCC (diethyl malonate), ClC=1C=CC(=C(C1)C=CC(C)=O)C (4-(5-chloro-2-methylphenyl)-3-buten-2-one). The solvent is C(C)O (ethanol). Reaction conditions: time 30 minute. Product: ClC=1C=CC(=C(C1)C1CC(CC(C1)=O)=O)C (5-(5-chloro-2-methylphenyl)cyclohexane-1,3-dione). As a reaction SMILES: [O-:1][CH2:2][CH3:3].[Na+].C(OCC)(=O)CC(OCC)=O.[Cl:16][C:17]1[CH:18]=[CH:19][C:20]([CH3:28])=[C:21]([CH:23]=[CH:24][C:25](=[O:27])[CH3:26])[CH:22]=1>C(O)C>[Cl:16][C:17]1[CH:18]=[CH:19][C:20]([CH3:28])=[C:21]([CH:23]2[CH2:3][C:2](=[O:1])[CH2:26][C:25](=[O:27])[CH2:24]2)[CH:22]=1 |f:0.1|. Reported procedure: To a solution of 20% sodium ethoxide in ethanol (9.5 g) was added at room temperature diethyl malonate (4.5 g) and then added little by little 4-(5-chloro-2-methylphenyl)-3-buten-2-one (5.5 g). The mixture was stirred at room temperature for 30 minutes, refluxed for 2 hours and cooled. The solvent was evaporated, and to the residue was added water. The aqueous layer was washed with ethyl acetate and concentrated. To the residue was added 2M sodium hydroxide (15 ml), and the mixture was refluxed ... Starting materials: COc1cccc(O)c1-c1cc(Nc2cnc(Br)cn2)n[nH]1, C1CCOC1, CC(C)OC(=O)N=NC(=O)OC(C)C, CC(C)(C)OC(=O)NCCCO. Yields the product COc1cccc(OCCCNC(=O)OC(C)(C)C)c1-c1cc(Nc2cnc(Br)cn2)n[nH]1. As a reaction SMILES: [Br:27][c:28]1[n:29][cH:30][c:31]([NH:34][c:35]2[n:36][nH:37][c:38](-[c:40]3[c:41]([OH:48])[cH:42][cH:43][cH:44][c:45]3[O:46][CH3:47])[cH:39]2)[n:32][cH:33]1.[CH2:49]1[O:50][CH2:51][CH2:52][CH2:53]1.[O:1]=[C:2]([O:3][CH:4]([CH3:5])[CH3:6])[N:7]=[N:8][C:9]([O:10][CH:11]([CH3:12])[CH3:13])=[O:14].[OH:15][CH2:16][CH2:17][CH2:18][NH:19][C:20]([O:21][C:22]([CH3:23])([CH3:24])[CH3:25])=[O:26]>>[O:15]([CH2:16][CH2:17][CH2:18][NH:19][C:20]([O:21][C:22]([CH3:23])([CH3:24])[CH3:25])=[O:26])[c:41]1[c:40](-[c:38]2[nH:37][n:36][c:35]([NH:34][c:31]3[cH:30][n:29][c:28]([Br:27])[cH:33][n:32]3)[cH:39]2)[c:45]([O:46][CH3:47])[cH:44][cH:43][cH:42]1.